This data is from the Open Reaction Database (ORD), a public repository of structured organic reaction records. The task is: describe an organic reaction: reactants, conditions, products, and yield Reaction SMILES: [BH4-:1].[Br:3][c:4]1[cH:5][c:6]([NH2:7])[cH:8][cH:9][cH:10]1.[CH3:11][C:12](=[O:13])[OH:14].[CH3:15][C:16]([CH3:17])=[O:18].[CH3:20][C:21](=[O:22])[O-:23].[CH3:24][CH2:25][CH2:26][CH2:27][CH2:28][CH3:29].[CH3:31][CH2:32][OH:33].[Na+:19].[Na+:2].[OH2:30]>>[Br:3][c:4]1[cH:5][c:6]([NH:7][CH:16]([CH3:15])[CH3:17])[cH:8][cH:9][cH:10]1. Reactants: [BH4-], Nc1cccc(Br)c1, CC(=O)O, CC(C)=O, CC(=O)[O-], CCCCCC, CCO, [Na+], [Na+], O. The product is CC(C)Nc1cccc(Br)c1. Starting materials: N12CCN(C(CC1)CC2)C2=CC=C(C=C2)N (4-(1,4-diaza-bicyclo[3.2.2]non-4-yl)-phenylamine), [N+](=O)([O-])C1=CC=C(C(=O)Cl)C=C1 (4-nitrobenzoyl chloride). Product: Cl.N12CCN(C(CC1)CC2)C2=CC=C(C=C2)NC(C2=CC=C(C=C2)[N+](=O)[O-])=O (N-[4-(1,4-Diaza-bicyclo[3.2.2]non-4-yl)-phenyl]-4-nitro-benzamide hydrochloric acid salt). RXN SMILES: [N:1]12[CH2:9][CH2:8][CH:5]([CH2:6][CH2:7]1)[N:4]([C:10]1[CH:15]=[CH:14][C:13]([NH2:16])=[CH:12][CH:11]=1)[CH2:3][CH2:2]2.[N+:17]([C:20]1[CH:28]=[CH:27][C:23]([C:24]([Cl:26])=[O:25])=[CH:22][CH:21]=1)([O-:19])=[O:18]>>[ClH:26].[N:1]12[CH2:9][CH2:8][CH:5]([CH2:6][CH2:7]1)[N:4]([C:10]1[CH:15]=[CH:14][C:13]([NH:16][C:24](=[O:25])[C:23]3[CH:22]=[CH:21][C:20]([N+:17]([O-:19])=[O:18])=[CH:28][CH:27]=3)=[CH:12][CH:11]=1)[CH2:3][CH2:2]2 |f:2.3|. Reported procedure: Was prepared by Method G from 4-(1,4-diaza-bicyclo[3.2.2]non-4-yl)-phenylamine and 4-nitrobenzoyl chloride. Mp. >280° C. Starting materials: CC(=O)[O-], CCO, COC1CCCCC1=O, Cl, NO, [Na+], O. The product is COC1CCCCC1=NO. Reaction SMILES: [CH3:14][C:15](=[O:16])[O-:17].[CH3:18][CH2:19][OH:20].[CH3:1][O:2][CH:3]1[C:4](=[O:9])[CH2:5][CH2:6][CH2:7][CH2:8]1.[ClH:10].[NH2:11][OH:12].[Na+:13].[OH2:21]>>[CH3:1][O:2][CH:3]1[C:4](=[N:11][OH:12])[CH2:5][CH2:6][CH2:7][CH2:8]1. The reactants are BrC1=CC=C(C=C1)C(CC(=O)OCC)(C=1C=NC=CC1)O (ethyl 3-(4-bromophenyl)-3-hydroxy-3-(3-pyridyl)-propanoate), solution, CN (methylamine). The solvent is O (water), C(C)O (ethanol). Yields the product BrC1=CC=C(C=C1)C(CC(=O)NC)(C=1C=NC=CC1)O (3-(4-bromophenyl)-3-hydroxy-N-methyl-3-(3-pyridyl)-propionamide). Isolated yield 79.0%. As a reaction SMILES: [Br:1][C:2]1[CH:7]=[CH:6][C:5]([C:8]([OH:21])([C:15]2[CH:16]=[N:17][CH:18]=[CH:19][CH:20]=2)[CH2:9][C:10](OCC)=[O:11])=[CH:4][CH:3]=1.[CH3:22][NH2:23]>O.C(O)C>[Br:1][C:2]1[CH:7]=[CH:6][C:5]([C:8]([OH:21])([C:15]2[CH:16]=[N:17][CH:18]=[CH:19][CH:20]=2)[CH2:9][C:10]([NH:23][CH3:22])=[O:11])=[CH:4][CH:3]=1. Procedure details: 19.4 g (0.05 mole) of ethyl 3-(4-bromophenyl)-3-hydroxy-3-(3-pyridyl)-propanoate, 200 ml of 40% solution of methylamine in water and 30 ml of absolute ethanol was stirred for 24 hours at room temperature. The precipitate was filtered off and recrystallized from isopropyl alcohol, which gave 13.2 g (79%) of the amide. M.p. 188°-191° C. The formula C15H15BrN2O2 was verified through elemental analysis. (The elemental analyses throughout this application were carried out for all elements of the comp... Reactants: 22.4, C(C)OCCNC1=NC=NC=C1NC(=S)NC1CCN(CC1)CC1=CC=CC=C1 (N-[4-[(2-ethoxyethyl)amino]-5-pyrimidinyl]-N'-[1-(phenylmethyl)-4-piperidinyl]thiourea), [S] (sulfur). The reagents and catalysts are [Hg]=O (mercury(II) oxide). Run in O1CCCC1 (tetrahydrofuran). Conditions: time 2 hour. The product is C(C)OCCN1C2=NC=NC=C2N=C1NC1CCN(CC1)CC1=CC=CC=C1 (9-(2-ethoxyethyl)-N-[1-(phenylmethyl)-4-piperidinyl]-9H-purin-8-amine), compound 11. Yield: 79.3%. RXN SMILES: [CH2:1]([O:3][CH2:4][CH2:5][NH:6][C:7]1[C:12]([NH:13][C:14]([NH:16][CH:17]2[CH2:22][CH2:21][N:20]([CH2:23][C:24]3[CH:29]=[CH:28][CH:27]=[CH:26][CH:25]=3)[CH2:19][CH2:18]2)=S)=[CH:11][N:10]=[CH:9][N:8]=1)[CH3:2].[S]>[Hg]=O.O1CCCC1>[CH2:1]([O:3][CH2:4][CH2:5][N:6]1[C:14]([NH:16][CH:17]2[CH2:22][CH2:21][N:20]([CH2:23][C:24]3[CH:29]=[CH:28][CH:27]=[CH:26][CH:25]=3)[CH2:19][CH2:18]2)=[N:13][C:12]2[C:7]1=[N:8][CH:9]=[N:10][CH:11]=2)[CH3:2] |^3:29|. Procedure: A mixture of 22.4 parts of N-[4-[(2-ethoxyethyl)amino]-5-pyrimidinyl]-N'-[1-(phenylmethyl)-4-piperidinyl]thiourea, 17.3 parts of mercury(II) oxide, 0.1 parts of sulfur and 270 parts of tetrahydrofuran was stirred for 2 hours at reflux temperature. The reaction mixture was filtered while hot over diatomaceous earth. The filtrate was evaporated and the residue was purified by column chromatography over silica gel using a mixture of trichloromethane and methanol (95:5 by volume) as eluent. The pure... Yields the product Oc1ccc2nc(-c3c(Cl)cccc3Cl)ccc2c1. Reactants: BrB(Br)Br, Clc1cccc(Cl)c1-c1ccc2cc(OCc3ccccc3)ccc2n1, ClCCl, [Na+], [OH-], O. As a reaction SMILES: [B:27]([Br:28])([Br:29])[Br:30].[CH2:1]([c:2]1[cH:3][cH:4][cH:5][cH:6][cH:7]1)[O:8][c:9]1[cH:10][c:11]2[cH:12][cH:13][c:14](-[c:19]3[c:20]([Cl:26])[cH:21][cH:22][cH:23][c:24]3[Cl:25])[n:15][c:16]2[cH:17][cH:18]1.[Cl:34][CH2:35][Cl:36].[Na+:33].[OH-:32].[OH2:31]>>[OH:8][c:9]1[cH:10][c:11]2[cH:12][cH:13][c:14](-[c:19]3[c:20]([Cl:26])[cH:21][cH:22][cH:23][c:24]3[Cl:25])[n:15][c:16]2[cH:17][cH:18]1. Starting materials: BrC1=C(N)C(=CC(=C1)Cl)C (2-bromo-4-chloro-6-methyl aniline), N(=O)[O-].[Na+] (sodium nitrite). The solvent is C(C)(=O)O (acetic acid), O (water). Run at time 4 hour. Yields the product BrC=1C=C(C=C2C=NNC12)Cl (7-bromo-5-chloro-1H-indazol). Yield: 88.1%. RXN SMILES: [Br:1][C:2]1[CH:8]=[C:7]([Cl:9])[CH:6]=[C:5]([CH3:10])[C:3]=1[NH2:4].[N:11]([O-])=O.[Na+]>C(O)(=O)C.O>[Br:1][C:2]1[CH:8]=[C:7]([Cl:9])[CH:6]=[C:5]2[C:3]=1[NH:4][N:11]=[CH:10]2 |f:1.2|. Procedure: 2.20 g (10 mmol) of 2-bromo-4-chloro-6-methyl aniline were dissolved in 125 ml acetic acid. 0.69 g (10 mmol) of sodium nitrite dissolved in 2 ml water were added dropwise. The reaction mixture was stirred at rt for 4 h. Acetic acid was evaporated and the residue dissolved in EtOAc. The organic layer was washed with water, dried over sodium sulfate, filtered and the solvent was evaporated. The residue was several times evaporated with heptane to yield 2.04 g (88%) of 7-bromo-5-chloro-1H-indazol a... The reactants are C1CCOC1, CC(C)C[AlH]CC(C)C, Cc1ccccc1, COC(=O)c1cc(Cl)cc(I)c1. Yields the product OCc1cc(Cl)cc(I)c1. As a reaction SMILES: [CH2:22]1[O:23][CH2:24][CH2:25][CH2:26]1.[CH3:13][CH:14]([CH2:15][AlH:16][CH2:17][CH:18]([CH3:19])[CH3:20])[CH3:21].[CH3:27][c:28]1[cH:29][cH:30][cH:31][cH:32][cH:33]1.[Cl:1][c:2]1[cH:3][c:4]([C:5](=[O:6])[O:7][CH3:8])[cH:9][c:10]([I:12])[cH:11]1>>[Cl:1][c:2]1[cH:3][c:4]([CH2:5][OH:6])[cH:9][c:10]([I:12])[cH:11]1.